Dataset: the Open Reaction Database (ORD), a public repository of structured organic reaction records. Task: describe an organic reaction: reactants, conditions, products, and yield Product: CC1CNC(c2ccc(C(F)(F)F)cc2)c2ccccc21. Reactants: [BH4-], CC1CN=C(c2ccc(C(F)(F)F)cc2)c2ccccc21, CO, [Na+]. As a reaction SMILES: [BH4-:22].[CH3:1][CH:2]1[CH2:3][N:4]=[C:5]([c:12]2[cH:13][cH:14][c:15]([C:18]([F:19])([F:20])[F:21])[cH:16][cH:17]2)[c:6]2[cH:7][cH:8][cH:9][cH:10][c:11]21.[CH3:24][OH:25].[Na+:23]>>[CH3:1][CH:2]1[CH2:3][NH:4][CH:5]([c:12]2[cH:13][cH:14][c:15]([C:18]([F:19])([F:20])[F:21])[cH:16][cH:17]2)[c:6]2[cH:7][cH:8][cH:9][cH:10][c:11]21. The reactants are N#Cc1ccc(Br)cc1, C#CCCC(=O)O, C1CCNCC1, CCOC(C)=O, c1ccc(P(c2ccccc2)(c2ccccc2)[Pd](P(c2ccccc2)(c2ccccc2)c2ccccc2)(P(c2ccccc2)(c2ccccc2)c2ccccc2)P(c2ccccc2)(c2ccccc2)c2ccccc2)cc1. The product is N#Cc1ccc(C#CCCC(=O)O)cc1. Reaction SMILES: [Br:8][c:9]1[cH:10][cH:11][c:12]([C:13]#[N:14])[cH:15][cH:16]1.[C:1]([CH2:2][CH2:3][C:4]#[CH:5])(=[O:6])[OH:7].[CH2:17]1[CH2:18][CH2:19][NH:20][CH2:21][CH2:22]1.[CH3:23][CH2:24][O:25][C:26](=[O:27])[CH3:28].[cH:29]1[cH:30][cH:31][c:32]([P:33]([Pd:34]([P:35]([c:36]2[cH:37][cH:38][cH:39][cH:40][cH:41]2)([c:42]2[cH:43][cH:44][cH:45][cH:46][cH:47]2)[c:48]2[cH:49][cH:50][cH:51][cH:52][cH:53]2)([P:54]([c:55]2[cH:56][cH:57][cH:58][cH:59][cH:60]2)([c:61]2[cH:62][cH:63][cH:64][cH:65][cH:66]2)[c:67]2[cH:68][cH:69][cH:70][cH:71][cH:72]2)[P:73]([c:74]2[cH:75][cH:76][cH:77][cH:78][cH:79]2)([c:80]2[cH:81][cH:82][cH:83][cH:84][cH:85]2)[c:86]2[cH:87][cH:88][cH:89][cH:90][cH:91]2)([c:92]2[cH:93][cH:94][cH:95][cH:96][cH:97]2)[c:98]2[cH:99][cH:100][cH:101][cH:102][cH:103]2)[cH:104][cH:105]1>>[C:1]([CH2:2][CH2:3][C:4]#[C:5][c:9]1[cH:10][cH:11][c:12]([C:13]#[N:14])[cH:15][cH:16]1)(=[O:6])[OH:7]. Starting materials: C(C)(C)(C)O[C@H](C(=O)OC)C1=C2N3CCC(OCCCC[C@@H](OC=4C=CC(=CC4C4=CC=CC(C5=CN2C(C(=C1C)C(=C)C)=N5)=C4)F)C)(CC3)C (methyl(2S)-2-(tert-butoxy)-2-[(22S)-17-fluoro-4,22,28-trimethyl-5-(prop-1-en-2-yl)-21,27-dioxa-1,7,34-triazahexacyclo[26.2.2.16,9.110,14.02,7.015,20]tetratriaconta-2,4,6(34),8,10(33),11,13,15(20),16,18-decaen-3-yl]acetate), C(C)(C)(C)O[C@H](C(=O)O)C1=C2N3CCC(OCCCC[C@@H](OC=4C=CC(=CC4C4=CC=CC(C5=C(N2C(C=C1C)=N5)Cl)=C4)C)C)(CC3)C ((2S)-2-(tert-butoxy)-2-[(22S)-8-chloro-4,17,22,28-tetramethyl-21,27-dioxa-1,7,34-triazahexacyclo[26.2.2.16,9.110,14.02,7.015,20]tetratriaconta-2,4,6(34),8,10(33),11,13,15(20),16,18-decaen-3-yl]acetic acid). Product: C(C)(C)(C)O[C@H](C(=O)O)C1=C2N3CCC(OCCCC[C@@H](OC=4C=CC(=CC4C4=CC=CC(C5=CN2C(C(=C1C)C(=C)C)=N5)=C4)F)C)(CC3)C ((2S)-2-(tert-Butoxy)-2-[(22S)-17-fluoro-4,22,28-trimethyl-5-(prop-1-en-2-yl)-21,27-dioxa-1,7,34-triazahexacyclo[26.2.2.16,9.110,14.02,7.015,20]tetratriaconta-2,4,6(34),8,10(33),11,13,15(20),16,18-decaen-3-yl]acetic acid). Isolated yield 17.9%. Reaction SMILES: [C:1]([O:5][C@@H:6]([C:11]1[C:40]([CH3:41])=[C:39]([C:42]([CH3:44])=[CH2:43])[C:38]2=[N:45][C:35]3=[CH:36][N:37]2[C:12]=1[N:13]1[CH2:50][CH2:49][C:16]([CH3:51])([O:17][CH2:18][CH2:19][CH2:20][CH2:21][C@H:22]([CH3:48])[O:23][C:24]2[CH:25]=[CH:26][C:27]([F:47])=[CH:28][C:29]=2[C:30]2[CH:46]=[C:34]3[CH:33]=[CH:32][CH:31]=2)[CH2:15][CH2:14]1)[C:7]([O:9]C)=[O:8])([CH3:4])([CH3:3])[CH3:2].C(O[C@@H](C1C(C)=CC2=NC3=C(Cl)N2C=1N1CCC(C)(OCCCC[C@H](C)OC2C=CC(C)=CC=2C2C=C3C=CC=2)CC1)C(O)=O)(C)(C)C>>[C:1]([O:5][C@@H:6]([C:11]1[C:40]([CH3:41])=[C:39]([C:42]([CH3:44])=[CH2:43])[C:38]2=[N:45][C:35]3=[CH:36][N:37]2[C:12]=1[N:13]1[CH2:14][CH2:15][C:16]([CH3:51])([O:17][CH2:18][CH2:19][CH2:20][CH2:21][C@H:22]([CH3:48])[O:23][C:24]2[CH:25]=[CH:26][C:27]([F:47])=[CH:28][C:29]=2[C:30]2[CH:46]=[C:34]3[CH:33]=[CH:32][CH:31]=2)[CH2:49][CH2:50]1)[C:7]([OH:9])=[O:8])([CH3:2])([CH3:3])[CH3:4]. Reported procedure: Prepared in 17.9% yield from methyl(2S)-2-(tert-butoxy)-2-[(22S)-17-fluoro-4,22,28-trimethyl-5-(prop-1-en-2-yl)-21,27-dioxa-1,7,34-triazahexacyclo[26.2.2.16,9.110,14.02,7.015,20]tetratriaconta-2,4,6(34),8,10(33),11,13,15(20),16,18-decaen-3-yl]acetate following the procedure for (2S)-2-(tert-butoxy)-2-[(22S)-8-chloro-4,17,22,28-tetramethyl-21,27-dioxa-1,7,34-triazahexacyclo[26.2.2.16,9.110,14.02,7.015,20]tetratriaconta-2,4,6(34),8,10(33),11,13,15(20),16,18-decaen-3-yl]acetic acid. 1H NMR (500 MHz... Reactants: FC(C(=O)O)(F)F (Trifluoroacetic acid), C(C)(C)(C)OC(=O)N1CC(C1)C(=O)N1C[C@@H](CC1)O (3-((R)-3-hydroxypyrrolidine-1-carbonyl)azetidine-1-carboxylic acid tert-butyl ester). Run in ClCCl (dichloromethane). Run at time 2 hour. Yields the product N1CC(C1)C(=O)N1C[C@@H](CC1)O (Azetidin-3-yl-((R)-3-hydroxypyrrolidin-1-yl)methanone). The yield is 85.3%. RXN SMILES: FC(F)(F)C(O)=O.C(OC([N:15]1[CH2:18][CH:17]([C:19]([N:21]2[CH2:25][CH2:24][C@@H:23]([OH:26])[CH2:22]2)=[O:20])[CH2:16]1)=O)(C)(C)C>ClCCl>[NH:15]1[CH2:18][CH:17]([C:19]([N:21]2[CH2:25][CH2:24][C@@H:23]([OH:26])[CH2:22]2)=[O:20])[CH2:16]1. Procedure details: Trifluoroacetic acid (3 mL) was added to a solution of 3-((R)-3-hydroxypyrrolidine-1-carbonyl)azetidine-1-carboxylic acid tert-butyl ester (420 mg, 1.55 mmol) in dichloromethane (12 mL) The resulting reaction mixture was stirred at RT for 2 h. The solvents were reduced in vacuo. The resulting residue was loaded onto an Isolute® SCX-2 cartridge (10 g). The cartridge was washed with DCM/MeOH, the desired product was subsequently eluted using a mixture of 2M NH3 in MeOH and DCM to afford Azetidin-3...